The task is: describe an organic reaction: reactants, conditions, products, and yield. This data is from the Open Reaction Database (ORD), a public repository of structured organic reaction records. Starting materials: N1(CCC1)C(=O)C=1N(N=CC1[N+](=O)[O-])C (azetidin-1-yl-(2-methyl-4-nitro-2H-pyrazol-3-yl)methanone). The reagents and catalysts are [Pd] (Pd/C). Run in C(C)O (ethanol). Run at time 6 hour. Product: NC1=C(N(N=C1)C)C(=O)N1CCC1 ((4-Amino-2-methyl-2H-pyrazol-3-yl)-azetidin-1-yl-methanone). RXN SMILES: [N:1]1([C:5]([C:7]2[N:8]([CH3:15])[N:9]=[CH:10][C:11]=2[N+:12]([O-])=O)=[O:6])[CH2:4][CH2:3][CH2:2]1>C(O)C.[Pd]>[NH2:12][C:11]1[CH:10]=[N:9][N:8]([CH3:15])[C:7]=1[C:5]([N:1]1[CH2:4][CH2:3][CH2:2]1)=[O:6]. Reported procedure: To a solution of azetidin-1-yl-(2-methyl-4-nitro-2H-pyrazol-3-yl)methanone (268 mg, 1.28 mmol) in ethanol (4.5 ml) was added Pd/C 10% (72 mg, 67.7 μmol) and the reaction mixture was stirred at r.t. under a hydrogen atmosphere for 6 h. The reaction mixture was filtered and concentrated in vacuo and the off-white solid was used without further purification in the next step. The reactants are CN(C)C=O, CCOC(C)=O, Nc1nc(Cl)cc(-c2ccc(F)cc2)n1, Cl, Nc1ccc(Oc2ccnc3[nH]ccc23)c(F)c1, [Na+], [Na+], O=C([O-])[O-], O. Yields the product Nc1nc(Nc2ccc(Oc3ccnc4[nH]ccc34)c(F)c2)cc(-c2ccc(F)cc2)n1. As a reaction SMILES: [CH3:42][N:43]([CH3:44])[CH:45]=[O:46].[CH3:47][CH2:48][O:49][C:50](=[O:51])[CH3:52].[Cl:19][c:20]1[n:21][c:22]([NH2:33])[n:23][c:24](-[c:26]2[cH:27][cH:28][c:29]([F:32])[cH:30][cH:31]2)[cH:25]1.[ClH:34].[F:1][c:2]1[cH:3][c:4]([NH2:5])[cH:6][cH:7][c:8]1[O:9][c:10]1[c:11]2[c:12]([n:13][cH:14][cH:15]1)[nH:16][cH:17][cH:18]2.[Na+:35].[Na+:36].[O-:37][C:38](=[O:39])[O-:40].[OH2:41]>>[F:1][c:2]1[cH:3][c:4]([NH:5][c:20]2[n:21][c:22]([NH2:33])[n:23][c:24](-[c:26]3[cH:27][cH:28][c:29]([F:32])[cH:30][cH:31]3)[cH:25]2)[cH:6][cH:7][c:8]1[O:9][c:10]1[c:11]2[c:12]([n:13][cH:14][cH:15]1)[nH:16][cH:17][cH:18]2. The reactants are C(C1=CC=CC=C1)OC1=CC(=C(C=C1)Br)F (4-(benzyloxy)-1-bromo-2-fluorobenzene), resultant mixture, [I-].[Na+] (sodium iodide), CNCCNC (N,N′-dimethylethylenediamine), O1CCOCC1 (1,4-dioxane). The reagents and catalysts are [Cu](I)I (copper iodide). Solvent: C(C)(=O)OCC (ethyl acetate), C(C)(=O)OCC (ethyl acetate), O (water). Yields the product C(C1=CC=CC=C1)OC1=CC(=C(C=C1)I)F (4-(Benzyloxy)-2-fluoro-1-iodobenzene). The yield is 89.4%. As a reaction SMILES: [CH2:1]([O:8][C:9]1[CH:14]=[CH:13][C:12](Br)=[C:11]([F:16])[CH:10]=1)[C:2]1[CH:7]=[CH:6][CH:5]=[CH:4][CH:3]=1.O1CCOCC1.[I-:23].[Na+].CNCCNC>[Cu](I)I.C(OCC)(=O)C.O>[CH2:1]([O:8][C:9]1[CH:14]=[CH:13][C:12]([I:23])=[C:11]([F:16])[CH:10]=1)[C:2]1[CH:7]=[CH:6][CH:5]=[CH:4][CH:3]=1 |f:2.3|. Procedure details: To a mixed solution of 4-(benzyloxy)-1-bromo-2-fluorobenzene (187 g, 665 mmol) described in Production Example 1-2-4 and 1,4-dioxane (300 mL) were added copper iodide (I) (12.6 g, 66.1 mmol), sodium iodide (200 g, 1.33 mol) and N,N′-dimethylethylenediamine (14.0 mL, 132 mmol) at room temperature, and the resultant mixture was stirred under a nitrogen atmosphere at 110 to 115° C. for 19 hours. The reaction mixture was cooled to room temperature, then water and ethyl acetate were added to the reac... Reactants: solution, [Li+].CCC[CH2-] (N-butyllithium), C(CCC)#N (N-butyronitrile), C[Si](N([Si](C)(C)C)C1=NC(=CC=C1)C)(C)C (1,1,1,3,3,3-Hexamethyl-2-(6-methyl-pyridin-2-yl)-disilazane), O (water). Solvent: CCCCCC (hexane), CO (methanol), C1CCOC1 (THF). Conditions: temperature -20 celsius, time 1 hour. The product is NC1=CC=CC(=N1)CC(CCC)=O (1-(6-Amino-pyridin-2-yl)-pentan-2-one). Reaction SMILES: C[Si](C)(C)[N:3]([C:8]1[CH:13]=[CH:12][CH:11]=[C:10]([CH3:14])[N:9]=1)[Si](C)(C)C.[Li+].[CH3:18][CH2:19][CH2:20][CH2-:21].C(#N)CCC.[OH2:27]>C1COCC1.CCCCCC.CO>[NH2:3][C:8]1[N:9]=[C:10]([CH2:14][C:18](=[O:27])[CH2:19][CH2:20][CH3:21])[CH:11]=[CH:12][CH:13]=1 |f:1.2|. Procedure: 1,1,1,3,3,3-Hexamethyl-2-(6-methyl-pyridin-2-yl)-disilazane (1 g, Engelhardt, J. Chem. Soc. Chem. Commun.,1990, 89) under an argon atmosphere in THF (20 mL) was cooled to −20° C. and treated dropwise at −20° C. with 4.95 mL of a 1.6 M solution of N-butyllithium in hexane over a period of 1 h. The solution was stirred 1 h at −20° C., N-butyronitrile (0.301 g) was added and the mixture was allowed to warm to RT. It was then treated with 1.25 N HCL in methanol (6.34 ml) and stirred for 30 minutes a...